From a dataset of the Open Reaction Database (ORD), a public repository of structured organic reaction records. describe an organic reaction: reactants, conditions, products, and yield Reactants: Intermediate 16, CC(CC)=O (2-Butanone), [NH2-].[Na+] (sodium amide), C1(=CC=CC=C1)COCC(=O)OC (methyl phenylmethoxyacetate). Solvent: CCOCC (ether), CCOCC (ether). Run at time 15 minute. The product is C1(=CC=CC=C1)COCC(CC(CC)=O)=O (Phenylmethoxy-2,4-hexandione). As a reaction SMILES: [CH3:1][C:2](=[O:5])[CH2:3][CH3:4].[NH2-].[Na+].[C:8]1([CH2:14][O:15][CH2:16][C:17]([O:19]C)=O)[CH:13]=[CH:12][CH:11]=[CH:10][CH:9]=1>CCOCC>[C:8]1([CH2:14][O:15][CH2:16][C:17](=[O:19])[CH2:1][C:2](=[O:5])[CH2:3][CH3:4])[CH:9]=[CH:10][CH:11]=[CH:12][CH:13]=1 |f:1.2|. Procedure details: 2-Butanone (47.65 ml) was added dropwise over 10 min to a mechanically stirred suspension of sodium amide (95%; 20.78 g) dry ether (600 ml) at room temperature under nitrogen. The reaction mixture was stirred at room temperature for 15 min. A solution of methyl phenylmethoxyacetate (48.0 g) in dry ether (50 ml) was added dropwise over 13 min at room temperature under nitrogen, and the reaction progressed according to the method of Intermediate 16, to give the title compound as a yellow oil (23.3... Reactants: IC=1N(C=C2N(C(N(C(C21)=O)C)=O)CC(C)C)CC2=CC=CC1=CC=CC=C21 (5-Iodo-3-methyl-1-(2-methylpropyl)-6-(1-naphthalenylmethyl)-1H-pyrrolo-[3,4-d]pyrimidine-2,4(3H,6H)-dione), C(CCC#C)O (4-pentyn-1-ol), [Cl-] (chloride), C(C)#N (acetonitrile). Reagents/catalysts: [Cu]I (copper (I) iodide). Run in C(C)N(CC)CC (triethylamine). The product is OCCCC#CC=1N(C=C2N(C(N(C(C21)=O)C)=O)CC(C)C)CC2=CC=CC1=CC=CC=C21 (5-(5-Hydroxypent-1-ynyl)-3-methyl-1-(2-methylpropyl)-6-(1-naphthalenylmethyl)-1H-pyrrolo[3,4-d]pyrimidine-2,4(3H,6H)-dione). As a reaction SMILES: I[C:2]1[N:3]([CH2:18][C:19]2[C:28]3[C:23](=[CH:24][CH:25]=[CH:26][CH:27]=3)[CH:22]=[CH:21][CH:20]=2)[CH:4]=[C:5]2[C:10]=1[C:9](=[O:11])[N:8]([CH3:12])[C:7](=[O:13])[N:6]2[CH2:14][CH:15]([CH3:17])[CH3:16].[CH2:29]([OH:34])[CH2:30][CH2:31][C:32]#[CH:33].[Cl-].C(#N)C>C(N(CC)CC)C.[Cu]I>[OH:34][CH2:29][CH2:30][CH2:31][C:32]#[C:33][C:2]1[N:3]([CH2:18][C:19]2[C:28]3[C:23](=[CH:24][CH:25]=[CH:26][CH:27]=3)[CH:22]=[CH:21][CH:20]=2)[CH:4]=[C:5]2[C:10]=1[C:9](=[O:11])[N:8]([CH3:12])[C:7](=[O:13])[N:6]2[CH2:14][CH:15]([CH3:16])[CH3:17]. Procedure: 5-Iodo-3-methyl-1-(2-methylpropyl)-6-(1-naphthalenylmethyl)-1H-pyrrolo-[3,4-d]pyrimidine-2,4(3H,6H)-dione (100 mg), 4-pentyn-1-ol (0.080 ml), bis-triphenylphosphinepalladium (II) chloride (3 mg) and copper (I) iodide (1 mg) were dissolved in triethylamine (3 ml) and acetonitrile (1 ml) and heated to 90° C. in a sealed pressure tube for 3 hours. The reaction mixture was allowed to cool to room temperature and was then evaporated to leave a residue which was recrystallised from ethyl acetate. The ...